Dataset: the Open Reaction Database (ORD), a public repository of structured organic reaction records. Task: describe an organic reaction: reactants, conditions, products, and yield Reactants: CC1(NC2=CC=CC=C2C(=C1)C1=CC=CC=C1)C (1,2-dihydro-2,2-dimethyl-4-phenylquinoline), C(C(=O)Cl)(=O)Cl (oxalyl chloride). Solvent: C(Cl)Cl (methylene chloride), C(Cl)Cl (methylene chloride). Run at time 2 hour. The product is CC1(N2C3=C(C=CC=C3C(=C1)C1=CC=CC=C1)C(C2=O)=O)C (4,4-Dimethyl-6-phenyl-4H-pyrrolo[3,2,1-ij]quinolin-1,2-dione). Isolated yield 64.7%. As a reaction SMILES: [CH3:1][C:2]1([CH3:18])[CH:11]=[C:10]([C:12]2[CH:17]=[CH:16][CH:15]=[CH:14][CH:13]=2)[C:9]2[C:4](=[CH:5][CH:6]=[CH:7][CH:8]=2)[NH:3]1.[C:19](Cl)(=[O:23])[C:20](Cl)=[O:21]>C(Cl)Cl>[CH3:1][C:2]1([CH3:18])[CH:11]=[C:10]([C:12]2[CH:17]=[CH:16][CH:15]=[CH:14][CH:13]=2)[C:9]2[C:4]3=[C:5]([C:19](=[O:23])[C:20](=[O:21])[N:3]13)[CH:6]=[CH:7][CH:8]=2. Procedure: A solution of 1,2-dihydro-2,2-dimethyl-4-phenylquinoline (5.0 g., 21.2 mMole) in 50 ml. dry methylene chloride was added dropwise with stirring to oxalyl chloride (2.77 g., 22.0 mMole) in 200 ml. dry methylene chloride at 30° C. and protected from moisture. Addition required one hour, and when complete the orange solution was stirred 30 minutes at ambient temperature and two hours at reflux. The solvent was removed at reduced pressure and the purple-brown crystalline residue air dried. A single ... The reactants are C(C1=CN=CC=C1)(=O)OC (methyl nicotinoate), NC(CO)(C)C (2-amino-2,2,dimethyl-ethanol), O (water). Solvent: C1(=CC=CC=C1)C (toluene). Conditions: time 8 hour. Yields the product CC1(N=C(OC1)C=1C=NC=CC1)C (4,4-Dimethyl-2-(3-pyridyl)-oxazoline). Reaction SMILES: [C:1]([O:9][CH3:10])(=O)[C:2]1[CH:7]=[CH:6][CH:5]=[N:4][CH:3]=1.[NH2:11][C:12](C)([CH3:15])[CH2:13]O.O>C1(C)C=CC=CC=1>[CH3:13][C:12]1([CH3:15])[CH2:10][O:9][C:1]([C:2]2[CH:3]=[N:4][CH:5]=[CH:6][CH:7]=2)=[N:11]1. Procedure: A solution of 69 g (0.500 mol) of methyl nicotinoate and 45 g (0.500 mol) of 2-amino-2,2,dimethyl-ethanol in 600 ml of toluene was refluxed with a water separator overnight. The solvent was removed in vacuo, 300 ml of water added, and the aqueous solution extracted with 3×300 ml of dichloromethane. Drying of the organic phase over magnesium sulphate and evaporation in vacuo gave a red oil which was filtered through silica gel (eluent: methanol/ether=1/19). Removal of solvents in vacuo gave a yel...